This data is from the Open Reaction Database (ORD), a public repository of structured organic reaction records. The task is: describe an organic reaction: reactants, conditions, products, and yield The solvent is CC(=O)C (acetone). Yields the product C(C1=CC=CC=C1)OC1=C(C=C(C=O)C=C1C)CC (4-benzyloxy-3-ethyl-5-methyl-benzaldehyde). Reaction SMILES: [CH2:1]([C:3]1[CH:4]=[C:5]([CH:8]=[C:9]([CH3:12])[C:10]=1[OH:11])[CH:6]=[O:7])[CH3:2].C([O-])([O-])=O.[K+].[K+].[CH2:19](Br)[C:20]1[CH:25]=[CH:24][CH:23]=[CH:22][CH:21]=1>CC(C)=O>[CH2:19]([O:11][C:10]1[C:9]([CH3:12])=[CH:8][C:5]([CH:6]=[O:7])=[CH:4][C:3]=1[CH2:1][CH3:2])[C:20]1[CH:25]=[CH:24][CH:23]=[CH:22][CH:21]=1 |f:1.2.3|. Procedure: To a solution of 3-ethyl-4-hydroxy-5-methyl-benzaldehyde (8.00 g, 48.7 mmol) in acetone (130 mL), K2CO3 (20.2 g, 146.2 mmol) followed by benzylbromide (12.5 g, 73.1 mmol) is added. The suspension is stirred at reflux for 16 h before it is filtered and the solvent of the filtrate is removed in vacuo. The residue is separated by CC on silica gel to give 4-benzyloxy-3-ethyl-5-methyl-benzaldehyde (9.07 g) as a pale yellow oil; LC-MS: tR=1.09 min, [M+1]+=255.08. Yield: 73.2%. Reactants: C(C)C=1C=C(C=O)C=C(C1O)C (3-ethyl-4-hydroxy-5-methyl-benzaldehyde), C(=O)([O-])[O-].[K+].[K+] (K2CO3), C(C1=CC=CC=C1)Br (benzylbromide). The reactants are FC(C1=C(CN2N=CC3=CC(=CC=C23)C=C2C(N=C(S2)SC)=O)C=CC(=C1)C(F)(F)F)(F)F (5-[1-(2,4-Bis-trifluoromethyl-benzyl)-1H-indazol-5-ylmethylene]-2-methylsulfanyl-thiazol-4-one), CNC1CCN(CC1)C(=O)OC(C)(C)C (tert-butyl 4-(methylamino)piperidine-1-carboxylate). The product is C(C)(C)(C)OC(=O)N1CCC(CC1)N(C)C=1SC(C(N1)=O)=CC=1C=C2C=NN(C2=CC1)CC1=C(C=C(C=C1)C(F)(F)F)C(F)(F)F (4-({5-[1-(2,4-Bis-trifluoromethyl-benzyl)-1H-indazol-5-ylmethylene]-4-oxo-4,5-dihydro-thiazol-2-yl}-methyl-amino)-piperidine-1-carboxylic acid tert-butyl ester). As a reaction SMILES: [F:1][C:2]([F:33])([F:32])[C:3]1[CH:27]=[C:26]([C:28]([F:31])([F:30])[F:29])[CH:25]=[CH:24][C:4]=1[CH2:5][N:6]1[C:14]2[C:9](=[CH:10][C:11]([CH:15]=[C:16]3[S:20][C:19](SC)=[N:18][C:17]3=[O:23])=[CH:12][CH:13]=2)[CH:8]=[N:7]1.[CH3:34][NH:35][CH:36]1[CH2:41][CH2:40][N:39]([C:42]([O:44][C:45]([CH3:48])([CH3:47])[CH3:46])=[O:43])[CH2:38][CH2:37]1>>[C:45]([O:44][C:42]([N:39]1[CH2:38][CH2:37][CH:36]([N:35]([C:19]2[S:20][C:16](=[CH:15][C:11]3[CH:10]=[C:9]4[C:14](=[CH:13][CH:12]=3)[N:6]([CH2:5][C:4]3[CH:24]=[CH:25][C:26]([C:28]([F:31])([F:30])[F:29])=[CH:27][C:3]=3[C:2]([F:1])([F:32])[F:33])[N:7]=[CH:8]4)[C:17](=[O:23])[N:18]=2)[CH3:34])[CH2:41][CH2:40]1)=[O:43])([CH3:48])([CH3:47])[CH3:46]. Reported procedure: 4-({5-[1-(2,4-Bis-trifluoromethyl-benzyl)-1H-indazol-5-ylmethylene]-4-oxo-4,5-dihydro-thiazol-2-yl}-methyl-amino)-piperidine-1-carboxylic acid tert-butyl ester was prepared from 5-[1-(2,4-Bis-trifluoromethyl-benzyl)-1H-indazol-5-ylmethylene]-2-methylsulfanyl-thiazol-4-one and tert-butyl 4-(methylamino)piperidine-1-carboxylate following General Procedure B. Reactants: solution, [H-].C(C(C)C)[Al+]CC(C)C (diisobutylaluminum hydride), C(CCC)N1C(NC(C2=C1N=C(C(=C2C2=CC=C(C=C2)F)C(=O)OCC)C(C)C)=O)=O (1-Butyl-6-ethoxycarbonyl-5-(4-fluorophenyl)-7-isopropyl-2,4-dioxo-1,2,3,4-tetrahydro-pyrido(2,3-d)pyrimidine), [H-].C(CCC)[Al+]CCCC (dibutylaluminum hydride), O (water). Run in C1(=CC=CC=C1)C (toluene), C1(=CC=CC=C1)C (toluene), C(C)(=O)OCC (ethyl acetate). Conditions: time 1 hour. Product: C(CCC)N1C(NC(C2=C1N=C(C(=C2C2=CC=C(C=C2)F)CO)C(C)C)=O)=O (1-Butyl-5-(4-fluorophenyl)-6-hydroxymethyl-7-isopropyl-2,4-dioxo-1,2,3,4-tetrahydro-pyrido(2,3-d)pyrimidine). As a reaction SMILES: [H-].C([Al+]CC(C)C)C(C)C.[CH2:11]([N:15]1[C:20]2[N:21]=[C:22]([CH:37]([CH3:39])[CH3:38])[C:23]([C:32](OCC)=[O:33])=[C:24]([C:25]3[CH:30]=[CH:29][C:28]([F:31])=[CH:27][CH:26]=3)[C:19]=2[C:18](=[O:40])[NH:17][C:16]1=[O:41])[CH2:12][CH2:13][CH3:14].[H-].C([Al+]CCCC)CCC.O>C1(C)C=CC=CC=1.C(OCC)(=O)C>[CH2:11]([N:15]1[C:20]2[N:21]=[C:22]([CH:37]([CH3:38])[CH3:39])[C:23]([CH2:32][OH:33])=[C:24]([C:25]3[CH:30]=[CH:29][C:28]([F:31])=[CH:27][CH:26]=3)[C:19]=2[C:18](=[O:40])[NH:17][C:16]1=[O:41])[CH2:12][CH2:13][CH3:14] |f:0.1,3.4|. Procedure: 135 ml of a 1 molar solution of diisobutylaluminum hydride in toluene are slowly added under argon to a suspension of 19.2 g (45 mmol) of the compound from Example 3 in 400 ml of toluene at -75° C., which leads to a clear solution. After 1 hour, a further 30 ml of dibutylaluminum hydride solution are added at the same temperature, the mixture is stirred for a further hour and then allowed to warm to room temperature, 400 ml of water and 200 ml of ethyl acetate being added cautiously from -30° C.... Reactants: FC1=C(C=CC(=C1)I)NC1=C(C(=O)O)C=CN=C1 (3-[(2-fluoro-4-iodophenyl)amino]isonicotinic acid), FC1=C(C=CC(=C1)I)NC1=C(C(=O)O)C=CN=C1 (3-[(2-fluoro-4-iodophenyl)amino]isonicotinic acid), NCC1=CC=C(C(=O)O)C=C1 (4-aminomethylbenzoic acid). The product is FC1=C(C=CC(=C1)I)NC1=C(C(=O)NCC2=CC=C(C(=O)O)C=C2)C=CN=C1 (4-[({3-[(2-fluoro-4-iodophenyl)amino]isonicotinoyl}amino)methyl]benzoic acid). As a reaction SMILES: [F:1][C:2]1[CH:7]=[C:6]([I:8])[CH:5]=[CH:4][C:3]=1[NH:9][C:10]1[CH:18]=[N:17][CH:16]=[CH:15][C:11]=1[C:12]([OH:14])=O.[NH2:19][CH2:20][C:21]1[CH:29]=[CH:28][C:24]([C:25]([OH:27])=[O:26])=[CH:23][CH:22]=1>>[F:1][C:2]1[CH:7]=[C:6]([I:8])[CH:5]=[CH:4][C:3]=1[NH:9][C:10]1[CH:18]=[N:17][CH:16]=[CH:15][C:11]=1[C:12]([NH:19][CH2:20][C:21]1[CH:22]=[CH:23][C:24]([C:25]([OH:27])=[O:26])=[CH:28][CH:29]=1)=[O:14]. Reported procedure: 4-[({3-[(2-fluoro-4-iodophenyl)amino]isonicotinoyl}amino)methyl]benzoic acid was synthesized according to the procedure for General Method 1, outlined above, starting with 0.3 mmol of 3-[(2-fluoro-4-iodophenyl)amino]isonicotinic acid (intermediate 1) and 0.45 mmol of 4-aminomethylbenzoic acid. LC/MS [9.25 min; 492 (M+1)] Reactants: O (water), FC1=CC=C(C=C1)N1CCNCC1 (4-(4-fluorophenyl)piperazine), ClCCCN1C(NC2=CC=CC3=CC=CC1=C23)=O (1-(3-chloropropyl)-2-perimidinone), C([O-])(O)=O.[Na+] (sodium bicarbonate). The solvent is ClCCl (dichloro-methane), CN(C=O)C (N,N-dimethylformamide). The product is FC1=CC=C(C=C1)N1CCN(CC1)CCCN1C(NC2=CC=CC3=CC=CC1=C23)=O (1-{3-[4-(4-fluorophenyl)-1-piperazinyl]-propyl }-2-perimidinone). Isolated yield 22.8%. RXN SMILES: [F:1][C:2]1[CH:7]=[CH:6][C:5]([N:8]2[CH2:13][CH2:12][NH:11][CH2:10][CH2:9]2)=[CH:4][CH:3]=1.Cl[CH2:15][CH2:16][CH2:17][N:18]1[C:29]2=[C:30]3[C:25](=[CH:26][CH:27]=[CH:28]2)[CH:24]=[CH:23][CH:22]=[C:21]3[NH:20][C:19]1=[O:31].C(=O)(O)[O-].[Na+].O>CN(C)C=O.ClCCl>[F:1][C:2]1[CH:3]=[CH:4][C:5]([N:8]2[CH2:13][CH2:12][N:11]([CH2:15][CH2:16][CH2:17][N:18]3[C:29]4=[C:30]5[C:25](=[CH:26][CH:27]=[CH:28]4)[CH:24]=[CH:23][CH:22]=[C:21]5[NH:20][C:19]3=[O:31])[CH2:10][CH2:9]2)=[CH:6][CH:7]=1 |f:2.3|. Procedure: 1.35 g of 4-(4-fluorophenyl)piperazine, 1.84 g of 1-(3-chloropropyl)-2-perimidinone and 0.66 g of sodium bicarbonate, in 25 cm3 of dry N,N-dimethylformamide are stirred at the reflux temperature of the solvent for 2 hours. The reaction mixture is cooled and poured into a mixture of 20 cm3 of water and 25 cm3 of dichloro-methane. The organic phase is decanted, washed with water (3×15 cm3), dried over magnesium sulphate and concentrated to dryness under reduced pressure (2.7 kPa). The residue is c...